Dataset: the Open Reaction Database (ORD), a public repository of structured organic reaction records. Task: describe an organic reaction: reactants, conditions, products, and yield The reactants are CC(C)C[Al+]CC(C)C, COC(=O)C(Cc1ccccc1)NC(=O)OC(C)(C)C, CO, CCOCC, Cc1ccccc1, [H-]. Yields the product CC(C)(C)OC(=O)NC(C=O)Cc1ccccc1. RXN SMILES: [CH2:22]([Al+:23][CH2:24][CH:25]([CH3:26])[CH3:27])[CH:28]([CH3:29])[CH3:30].[CH3:1][O:2][C:3]([CH:4]([NH:5][C:6](=[O:7])[O:8][C:9]([CH3:10])([CH3:11])[CH3:12])[CH2:13][c:14]1[cH:15][cH:16][cH:17][cH:18][cH:19]1)=[O:20].[CH3:31][OH:32].[CH3:33][CH2:34][O:35][CH2:36][CH3:37].[CH3:38][c:39]1[cH:40][cH:41][cH:42][cH:43][cH:44]1.[H-:21]>>[O:2]=[CH:3][CH:4]([NH:5][C:6](=[O:7])[O:8][C:9]([CH3:10])([CH3:11])[CH3:12])[CH2:13][c:14]1[cH:15][cH:16][cH:17][cH:18][cH:19]1.